From a dataset of the Open Reaction Database (ORD), a public repository of structured organic reaction records. describe an organic reaction: reactants, conditions, products, and yield The reactants are [Cl-], [H-], CI, [NH4+], [Na+], CCOC(=O)CC1CCc2cc(OCCCNc3nccc(-c4ccc5c(c4)OCO5)n3)ccc21, CN(C)C=O. Product: CCOC(=O)CC1CCc2cc(OCCCN(C)c3nccc(-c4ccc5c(c4)OCO5)n3)ccc21. As a reaction SMILES: [Cl-:40].[H-:1].[I:38][CH3:39].[NH4+:41].[Na+:2].[O:3]1[CH2:4][O:5][c:6]2[c:7]1[cH:8][cH:9][c:10](-[c:12]1[n:13][c:14]([NH:18][CH2:19][CH2:20][CH2:21][O:22][c:23]3[cH:24][c:25]4[c:29]([cH:30][cH:31]3)[CH:28]([CH2:32][C:33](=[O:34])[O:35][CH2:36][CH3:37])[CH2:27][CH2:26]4)[n:15][cH:16][cH:17]1)[cH:11]2.[O:42]=[CH:43][N:44]([CH3:45])[CH3:46]>>[O:3]1[CH2:4][O:5][c:6]2[c:7]1[cH:8][cH:9][c:10](-[c:12]1[n:13][c:14]([N:18]([CH2:19][CH2:20][CH2:21][O:22][c:23]3[cH:24][c:25]4[c:29]([cH:30][cH:31]3)[CH:28]([CH2:32][C:33](=[O:34])[O:35][CH2:36][CH3:37])[CH2:27][CH2:26]4)[CH3:39])[n:15][cH:16][cH:17]1)[cH:11]2. Starting materials: NC=1C(OC2=C(C1C1=C(C=CC=C1)C)C=C(C(=C2)C)Cl)=O (3-amino-6-chloro-7-methyl-4-(2-methylphenyl)-2H-benzopyran-2- one), FC(C=1C=C(C=CC1)N=C=O)(F)F (3-trifluoromethylphenylisocyanate). The solvent is C1=CC=CC=C1 (benzene). Yields the product ClC=1C(=CC2=C(C(=C(C(O2)=O)NC(=O)NC2=CC(=CC=C2)C(F)(F)F)C2=C(C=CC=C2)C)C1)C (N-[6-chloro-7-methyl-4-(2-methylphenyl)-2-oxo- 2H-1-benzopyran-3-yl]-N'-(3-trifluoromethylphenyl) urea). As a reaction SMILES: [NH2:1][C:2]1[C:3](=[O:21])[O:4][C:5]2[CH:18]=[C:17]([CH3:19])[C:16]([Cl:20])=[CH:15][C:6]=2[C:7]=1[C:8]1[CH:13]=[CH:12][CH:11]=[CH:10][C:9]=1[CH3:14].[F:22][C:23]([F:34])([F:33])[C:24]1[CH:25]=[C:26]([N:30]=[C:31]=[O:32])[CH:27]=[CH:28][CH:29]=1>C1C=CC=CC=1>[Cl:20][C:16]1[C:17]([CH3:19])=[CH:18][C:5]2[O:4][C:3](=[O:21])[C:2]([NH:1][C:31]([NH:30][C:26]3[CH:27]=[CH:28][CH:29]=[C:24]([C:23]([F:22])([F:33])[F:34])[CH:25]=3)=[O:32])=[C:7]([C:8]3[CH:13]=[CH:12][CH:11]=[CH:10][C:9]=3[CH3:14])[C:6]=2[CH:15]=1. Procedure details: A mixture of 3-amino-6-chloro-7-methyl-4-(2-methylphenyl)-2H-benzopyran-2- one (297 mg), 3-trifluoromethylphenylisocyanate (374 mg) and benzene (4 ml) was refluxed for 2 hours and then distilled to remove the solvent. The residue was crystallized from ethyl ether. The resulting crystals were recrystallized from ethanol to obtain colorless needles of N-[6-chloro-7-methyl-4-(2-methylphenyl)-2-oxo- 2H-1-benzopyran-3-yl]-N'-(3-trifluoromethylphenyl) urea. Reactants: C=O, COCCOC, Cc1cc(C(N)=O)ncc1C(c1c(F)ccc(F)c1F)S(=O)(=O)c1ccc(F)cc1, [Na+], [Na+], [Na+], O=C([O-])[O-], [OH-]. The product is Cc1cc(C(=O)NCO)ncc1C(c1c(F)ccc(F)c1F)S(=O)(=O)c1ccc(F)cc1. As a reaction SMILES: [CH2:31]=[O:32].[CH3:41][O:42][CH2:43][CH2:44][O:45][CH3:46].[F:1][c:2]1[cH:3][cH:4][c:5]([S:8](=[O:9])(=[O:10])[CH:11]([c:12]2[c:13]([CH3:21])[cH:14][c:15]([C:18](=[O:19])[NH2:20])[n:16][cH:17]2)[c:22]2[c:23]([F:30])[c:24]([F:29])[cH:25][cH:26][c:27]2[F:28])[cH:6][cH:7]1.[Na+:34].[Na+:35].[Na+:36].[O-:37][C:38](=[O:39])[O-:40].[OH-:33]>>[F:1][c:2]1[cH:3][cH:4][c:5]([S:8](=[O:9])(=[O:10])[CH:11]([c:12]2[c:13]([CH3:21])[cH:14][c:15]([C:18](=[O:19])[NH:20][CH2:38][OH:37])[n:16][cH:17]2)[c:22]2[c:23]([F:30])[c:24]([F:29])[cH:25][cH:26][c:27]2[F:28])[cH:6][cH:7]1. The reactants are O=C1N(C[C@H]2N1CCCC2=O)C2=C(C(=C(C#N)C=C2)Cl)C (4-[(8aR)-3,8-Dioxohexahydroimidazo[1,5-a]pyridin-2-yl]-2-chloro-3-methylbenzonitrile), [BH4-].[Na+] (sodium borohydride). Run in CO.CC#N (MeOH CH3CN), CCOC(=O)C (EtOAc). Reaction conditions: time 2 hour. Yields the product O[C@@H]1[C@@H]2N(CCC1)C(N(C2)C2=C(C(=C(C#N)C=C2)Cl)C)=O (4-[(8S,8aR)-8-Hydroxy-3-oxohexahydroimidazo[1,5-a]pyridin-2-yl]-2-chloro-3-methylbenzonitrile). The yield is 81.8%. As a reaction SMILES: [O:1]=[C:2]1[N:6]2[CH2:7][CH2:8][CH2:9][C:10](=[O:11])[C@H:5]2[CH2:4][N:3]1[C:12]1[CH:19]=[CH:18][C:15]([C:16]#[N:17])=[C:14]([Cl:20])[C:13]=1[CH3:21].[BH4-].[Na+]>CO.CC#N.CCOC(C)=O>[OH:11][C@H:10]1[CH2:9][CH2:8][CH2:7][N:6]2[C:2](=[O:1])[N:3]([C:12]3[CH:19]=[CH:18][C:15]([C:16]#[N:17])=[C:14]([Cl:20])[C:13]=3[CH3:21])[CH2:4][C@H:5]12 |f:1.2,3.4|. Reported procedure: A mixture of 78A (5 mg, 0.016 mmol) and sodium borohydride (5 mg) in MeOH:CH3CN (1:1, 1.0 mL) was stirred at rt for 2 h. The reaction was diluted with EtOAc, washed with water (2×2 mL), dried (MgSO4), filtered and concentrated to give the crude product. Purification by chiral preparative HPLC (Chiralpak AD, 25% IPA/heptane isocratic) provided 78B (4 mg): HPLC (Phenomenex Luna 5 u C18 4.6×50 mm, linear gradient over 4 min) retention time 2.40 min (100%); MS (ES) m/z 306 [M+1]+; Chiral analytical ...